This data is from the Open Reaction Database (ORD), a public repository of structured organic reaction records. The task is: describe an organic reaction: reactants, conditions, products, and yield Procedure details: 4-Chloro-2-aminopyridine (Matrix Scientific, cat. #23809; 1.29 g, 0.01 mol) is dissolved by stirring in 500 ml of ethyl acetate. A thermometer is placed in the solution to monitor temperature. N-Chlorosuccinimide (13.3 g, 0.01 mol) is added in several portions to keep the solution at room temperature. The solution becomes dark in color and is stirred at room temperature overnight. The supernatant is decanted from the dark solids that formed and transferred to a separatory funnel. The organic sol... Solvent: CCOC(=O)C (EtOAc), C(C)(=O)OCC (ethyl acetate). Run at time 8 hour. The product is NC1=NC=C(C(=C1)Cl)Cl (2-Amino-4,5-dichloropyridine). RXN SMILES: [Cl:1][C:2]1[CH:7]=[CH:6][N:5]=[C:4]([NH2:8])[CH:3]=1.[Cl:9]N1C(=O)CCC1=O>C(OCC)(=O)C>[NH2:8][C:4]1[CH:3]=[C:2]([Cl:1])[C:7]([Cl:9])=[CH:6][N:5]=1. Starting materials: ClC1=CC(=NC=C1)N (4-Chloro-2-aminopyridine), ClN1C(CCC1=O)=O (N-Chlorosuccinimide). The reactants are COC=1C=C2C=C(NC2=C(C1)NS(=O)(=O)C=1SC=CC1)C(=O)OCC (ethyl 5-methoxy-7-[(2-thienylsulfonyl)amino]-1H-indole-2-carboxylate), CO (methanol), [OH-].[K+] (potassium hydroxide), C(CC(O)(C(=O)O)CC(=O)O)(=O)O (citric acid). The product is COC=1C=C2C=C(NC2=C(C1)NS(=O)(=O)C=1SC=CC1)C(=O)O (5-Methoxy-7-[(2-thienylsulfonyl)amino]-1H-indole-2-carboxylic acid). As a reaction SMILES: [CH3:1][O:2][C:3]1[CH:4]=[C:5]2[C:9](=[C:10]([NH:12][S:13]([C:16]3[S:17][CH:18]=[CH:19][CH:20]=3)(=[O:15])=[O:14])[CH:11]=1)[NH:8][C:7]([C:21]([O:23]CC)=[O:22])=[CH:6]2.CO.[OH-].[K+].C(O)(=O)CC(CC(O)=O)(C(O)=O)O>O1CCCC1>[CH3:1][O:2][C:3]1[CH:4]=[C:5]2[C:9](=[C:10]([NH:12][S:13]([C:16]3[S:17][CH:18]=[CH:19][CH:20]=3)(=[O:15])=[O:14])[CH:11]=1)[NH:8][C:7]([C:21]([OH:23])=[O:22])=[CH:6]2 |f:2.3|. Reported procedure: To a mixed solution of ethyl 5-methoxy-7-[(2-thienylsulfonyl)amino]-1H-indole-2-carboxylate (0.34 g) in tetrahydrofuran (10 mL)-methanol (10 mL) was added aqueous solution (5 mL) of 85% potassium hydroxide (0.20 g), and the mixture was stirred at room temperature for 15 hr. Aqueous citric acid solution was added to the reaction mixture, and the mixture was extracted with ethyl acetate, washed with saturated brine, dried over anhydrous magnesium sulfate, and concentrated under reduced pressure. T... Reaction conditions: time 15 hour. Yield: 95.3%. Solvent: O1CCCC1 (tetrahydrofuran). The reactants are ClC1=C(N=CN(C1=O)C=1C=C(C(=O)NCC(=O)N)C=CC1C)OCC1=C(C=C(C=C1)F)F (3-[5-chloro-4-[(2,4-difluorobenzyl)oxy]-6-oxopyrimidin-1(6H)-yl]-N-[1-(aminocarbonyl)methyl]-4-methylbenzamide), Cl.NCC(=O)N (glycineamide HCl). Yields the product ClC=1C(N(C=NC1OCC1=C(C=C(C=C1)F)F)C1=C(C=CC(=C1)C(=O)N1C[C@H](CC1)O)C)=O (5-chloro-6-[(2,4-difluorobenzyl)oxy]-3-(5-{[(3S)-3-hydroxypyrrolidin-1-yl]carbonyl}-2-methylphenyl)pyrimidin-4(3H)-one). RXN SMILES: [Cl:1][C:2]1[C:7](=[O:8])[N:6]([C:9]2[CH:10]=[C:11]([CH:19]=[CH:20][C:21]=2[CH3:22])[C:12]([NH:14][CH2:15][C:16](N)=[O:17])=[O:13])[CH:5]=[N:4][C:3]=1[O:23][CH2:24][C:25]1[CH:30]=[CH:29][C:28]([F:31])=[CH:27][C:26]=1[F:32].Cl.N[CH2:35][C:36](N)=O>>[Cl:1][C:2]1[C:7](=[O:8])[N:6]([C:9]2[CH:10]=[C:11]([C:12]([N:14]3[CH2:36][CH2:35][C@H:16]([OH:17])[CH2:15]3)=[O:13])[CH:19]=[CH:20][C:21]=2[CH3:22])[CH:5]=[N:4][C:3]=1[O:23][CH2:24][C:25]1[CH:30]=[CH:29][C:28]([F:31])=[CH:27][C:26]=1[F:32] |f:1.2|. Procedure details: The title compound was prepared using a procedure similar to that used in Step 4 of the synthesis of 3-[5-chloro-4-[(2,4-difluorobenzyl)oxy]-6-oxopyrimidin-1(6H)-yl]-N-[1-(aminocarbonyl)methyl]-4-methylbenzamide by substituting (S)-3-hydroxypyrrolidine for glycineamide HCl. 1H NMR (CD3OD/400 MHz) δ8.31 (d, 1H, J=7.6 Hz), 7.62 (m, 2H), 7.52 (m, 2H), 7.01 (m, 2H), 5.59 (m, 2H), 4.42 .(m, 1H), 3.64 (m, 4H), 2.19 (s, 3H), 2.00 (m, 2H). ESHRMS m/z 476.1147 (M+H calculated for C23H21ClF2N3O4 requires ...